This data is from the Open Reaction Database (ORD), a public repository of structured organic reaction records. The task is: describe an organic reaction: reactants, conditions, products, and yield Reactants: C(C)(C)(C)C1=CC2=C(N=C(O2)C)C=C1OCCCCCCCCCCCCCCCC (6-tert-butyl-5-hexadecyloxy-2-methylbenzoxazole), Cl (hydrochloric acid). The solvent is C(C)O (ethanol). Yields the product Cl.NC1=C(C=C(C(=C1)OCCCCCCCCCCCCCCCC)C(C)(C)C)O (2-amino-5-tert-butyl-4-hexadecyloxyphenol hydrochloride). The yield is 92.0%. Reaction SMILES: [C:1]([C:5]1[C:14]([O:15][CH2:16][CH2:17][CH2:18][CH2:19][CH2:20][CH2:21][CH2:22][CH2:23][CH2:24][CH2:25][CH2:26][CH2:27][CH2:28][CH2:29][CH2:30][CH3:31])=[CH:13][C:8]2[N:9]=C(C)[O:11][C:7]=2[CH:6]=1)([CH3:4])([CH3:3])[CH3:2].[ClH:32]>C(O)C>[ClH:32].[NH2:9][C:8]1[CH:13]=[C:14]([O:15][CH2:16][CH2:17][CH2:18][CH2:19][CH2:20][CH2:21][CH2:22][CH2:23][CH2:24][CH2:25][CH2:26][CH2:27][CH2:28][CH2:29][CH2:30][CH3:31])[C:5]([C:1]([CH3:4])([CH3:3])[CH3:2])=[CH:6][C:7]=1[OH:11] |f:3.4|. Reported procedure: 7.3 g of the benzoxazole compound obtained in Step (d) above was refluxed for 3 hours together with 30 ml of ethanol and 20 ml of concentrated hydrochloric acid. After the completion of the reaction, the reaction mixture was allowed to stand and cool. The crystals thus precipitated were collected by filtration, washed with water and then washed with acetone. Thus, 6.9 g (92% yield) of 2-amino-5-tert-butyl-4-hexadecyloxyphenol hydrochloride was obtained. RXN SMILES: Br[CH2:2][CH2:3][S:4][C:5]1[CH:10]=[CH:9][CH:8]=[CH:7][CH:6]=1.[F:11][C:12]1[CH:17]=[CH:16][C:15]([CH2:18][N:19]2[C:23]3[CH:24]=[CH:25][C:26]([OH:28])=[CH:27][C:22]=3[N:21]=[C:20]2[CH2:29][CH:30]2[CH2:35][CH2:34][NH:33][CH2:32][CH2:31]2)=[CH:14][CH:13]=1.C(=O)([O-])[O-].[Na+].[Na+].CC(C)CC(=O)C>O>[OH2:28].[F:11][C:12]1[CH:13]=[CH:14][C:15]([CH2:18][N:19]2[C:23]3[CH:24]=[CH:25][C:26]([OH:28])=[CH:27][C:22]=3[N:21]=[C:20]2[CH2:29][CH:30]2[CH2:35][CH2:34][N:33]([CH2:2][CH2:3][S:4][C:5]3[CH:10]=[CH:9][CH:8]=[CH:7][CH:6]=3)[CH2:32][CH2:31]2)=[CH:16][CH:17]=1.[F:11][C:12]1[CH:13]=[CH:14][C:15]([CH2:18][N:19]2[C:23]3[CH:24]=[CH:25][C:26]([OH:28])=[CH:27][C:22]=3[N:21]=[C:20]2[CH2:29][CH:30]2[CH2:35][CH2:34][N:33]([CH2:2][CH2:3][S:4][C:5]3[CH:10]=[CH:9][CH:8]=[CH:7][CH:6]=3)[CH2:32][CH2:31]2)=[CH:16][CH:17]=1 |f:2.3.4,7.8.9|. The yield is 27.8%. Procedure details: A mixture of 6.48 parts of [(2-bromoethyl)thio]benzene, 6.8 parts of 1-[(4-fluorophenyl)methyl]-2-(4-piperidinylmethyl)-1H-benzimidazol-5-ol, 4.2 parts of sodium carbonate and 120 parts of 4-methyl-2-pentanone was stirred for 2 hours at reflux temperature using a water separator. After cooling to room temperature, the reaction mixture was poured into water. The layers were separated. The organic layer was washed with 500 parts of water, dried, filtered and evaporated. The residue was taken up in... Conditions: time 2 hour. The reactants are BrCCSC1=CC=CC=C1 ([(2-bromoethyl)thio]benzene), FC1=CC=C(C=C1)CN1C(=NC2=C1C=CC(=C2)O)CC2CCNCC2 (1-[(4-fluorophenyl)methyl]-2-(4-piperidinylmethyl)-1H-benzimidazol-5-ol), C([O-])([O-])=O.[Na+].[Na+] (sodium carbonate), CC(CC(C)=O)C (4-methyl-2-pentanone). Yields the product O.FC1=CC=C(C=C1)CN1C(=NC2=C1C=CC(=C2)O)CC2CCN(CC2)CCSC2=CC=CC=C2.FC2=CC=C(C=C2)CN2C(=NC1=C2C=CC(=C1)O)CC1CCN(CC1)CCSC1=CC=CC=C1 (1-[(4-fluorophenyl)methyl]-2-[[1-[2-(phenylthio)ethyl]-4-piperidinyl]methyl]-1-H-benzimidazol-5-ol hemihydrate). Run in O (water), O (water). The reactants are [OH-].[Na+] (NaOH), [N+](=O)([O-])C1=CC=C(C(=O)O[C@@H]2C[C@H](C2)CCOCC2=CC=CC=C2)C=C1 (trans-3-(benzyloxyethyl)cyclobutyl 4-nitrobenzoate), CC(=O)O (AcOH). Run in O1CCOCC1 (1,4-dioxane). Reaction conditions: time 40 minute. Yields the product C(C1=CC=CC=C1)OCC[C@@H]1C[C@H](C1)O (trans-3-(Benzyloxyethyl)cyclobutanol). The yield is 97.4%. As a reaction SMILES: [OH-].[Na+].[N+](C1C=CC(C([O:12][C@H:13]2[CH2:16][C@H:15]([CH2:17][CH2:18][O:19][CH2:20][C:21]3[CH:26]=[CH:25][CH:24]=[CH:23][CH:22]=3)[CH2:14]2)=O)=CC=1)([O-])=O.CC(O)=O>O1CCOCC1>[CH2:20]([O:19][CH2:18][CH2:17][C@H:15]1[CH2:14][C@H:13]([OH:12])[CH2:16]1)[C:21]1[CH:26]=[CH:25][CH:24]=[CH:23][CH:22]=1 |f:0.1|. Reported procedure: Aqueous NaOH (0.4 mol/L, 52 mL, 20.8 mmol) was added to a stirred solution of trans-3-(benzyloxyethyl)cyclobutyl 4-nitrobenzoate (3.7 g, 10.4 mmol) in 80 mL 1,4-dioxane at ambient temperature. After 40 min, AcOH (0.9 mL, 15.4 mmol) was added drop by drop. After 5 min, the reaction mixture was concentrated by rotovap. The residue was partitioned between EtOAc (50 mL) and saturated NaHCO3 (2×50 mL). The organic phase was dried over MgSO4 and solvent evaporation gave light yellow oil (2.09 g, 97.5%... Starting materials: Cl (Hydrochloric acid), COC1=C(C=CC=C1)NC(COC1=CC=C(C=C1)OC1=CC=NC2=CC(=C(C=C12)OC)OC)=O (N1-(2-Methoxyphenyl)-2-{4-[(6,7-dimethoxy-4-quinolyl)oxy]phenoxy}acetamide), [OH-].[Na+] (sodium hydroxide). The solvent is O1CCCC1 (tetrahydrofuran). Product: COC=1C=C2C(=CC=NC2=CC1OC)OC1=CC=C(OCCNC2=C(C=CC=C2)OC)C=C1 (N-(2-{4-[(6,7-Dimethoxy-4-quinolyl)oxy]phenoxy}ethyl)-N-(2-methoxyphenyl)amine). The yield is 59.8%. Reaction SMILES: [CH3:1][O:2][C:3]1[CH:8]=[CH:7][CH:6]=[CH:5][C:4]=1[NH:9][C:10](=O)[CH2:11][O:12][C:13]1[CH:18]=[CH:17][C:16]([O:19][C:20]2[C:29]3[C:24](=[CH:25][C:26]([O:32][CH3:33])=[C:27]([O:30][CH3:31])[CH:28]=3)[N:23]=[CH:22][CH:21]=2)=[CH:15][CH:14]=1.Cl.[OH-].[Na+]>O1CCCC1>[CH3:31][O:30][C:27]1[CH:28]=[C:29]2[C:24](=[CH:25][C:26]=1[O:32][CH3:33])[N:23]=[CH:22][CH:21]=[C:20]2[O:19][C:16]1[CH:15]=[CH:14][C:13]([O:12][CH2:11][CH2:10][NH:9][C:4]2[CH:5]=[CH:6][CH:7]=[CH:8][C:3]=2[O:2][CH3:1])=[CH:18][CH:17]=1 |f:2.3|. Reported procedure: N1-(2-Methoxyphenyl)-2-{4-[(6,7-dimethoxy-4-quinolyl)oxy]phenoxy}acetamide (100 mg) was dissolved in tetrahydrofuran (10 ml) to prepare a solution. A borane-tetrahydrofuran complex (1.0 M solution: 1.08 ml) was then added to the solution, and the mixture was heated under reflux for 5 hr. 1 N Hydrochloric acid was added thereto, and the mixture was further heated under reflux for 30 min. A 5% aqueous sodium hydroxide solution was added to the reaction solution, the mixture was extracted with chlo... The reactants are CC(=O)O[BH-](OC(C)=O)OC(C)=O, CC1(C)CNCCO1, CC(=O)O, COC(OC)OC, Cn1c(CC=O)nc2c(N3CCOCC3)nc(Cl)nc21, [Na+]. Yields the product Cn1c(CCN2CCOC(C)(C)C2)nc2c(N3CCOCC3)nc(Cl)nc21. As a reaction SMILES: [C:40]([O:41][BH-:42]([O:43][C:44](=[O:45])[CH3:46])[O:47][C:48](=[O:49])[CH3:50])(=[O:51])[CH3:52].[CH3:21][C:22]1([CH3:28])[O:23][CH2:24][CH2:25][NH:26][CH2:27]1.[CH3:36][C:37](=[O:38])[OH:39].[CH:29]([O:30][CH3:31])([O:32][CH3:33])[O:34][CH3:35].[Cl:1][c:2]1[n:3][c:4]([N:15]2[CH2:16][CH2:17][O:18][CH2:19][CH2:20]2)[c:5]2[n:6][c:7]([CH2:12][CH:13]=[O:14])[n:8]([CH3:11])[c:9]2[n:10]1.[Na+:53]>>[Cl:1][c:2]1[n:3][c:4]([N:15]2[CH2:16][CH2:17][O:18][CH2:19][CH2:20]2)[c:5]2[n:6][c:7]([CH2:12][CH2:13][N:26]3[CH2:25][CH2:24][O:23][C:22]([CH3:21])([CH3:28])[CH2:27]3)[n:8]([CH3:11])[c:9]2[n:10]1. Starting materials: BrCc1ccc(Br)cc1, COC(=O)C(c1cc(F)cc(OC(F)(F)C(F)F)c1)c1ccc(F)c(C(F)(F)F)c1, [H-], [Na+], CN(C)C=O. Yields the product COC(=O)C(Cc1ccc(Br)cc1)(c1cc(F)cc(OC(F)(F)C(F)F)c1)c1ccc(F)c(C(F)(F)F)c1. RXN SMILES: [Br:33][c:34]1[cH:35][cH:36][c:37]([CH2:38][Br:39])[cH:40][cH:41]1.[F:3][c:4]1[c:5]([C:29]([F:30])([F:31])[F:32])[cH:6][c:7]([CH:10]([C:11](=[O:12])[O:13][CH3:14])[c:15]2[cH:16][c:17]([F:28])[cH:18][c:19]([O:21][C:22]([CH:23]([F:24])[F:25])([F:26])[F:27])[cH:20]2)[cH:8][cH:9]1.[H-:2].[Na+:1].[O:42]=[CH:43][N:44]([CH3:45])[CH3:46]>>[F:3][c:4]1[c:5]([C:29]([F:30])([F:31])[F:32])[cH:6][c:7]([C:10]([C:11](=[O:12])[O:13][CH3:14])([c:15]2[cH:16][c:17]([F:28])[cH:18][c:19]([O:21][C:22]([CH:23]([F:24])[F:25])([F:26])[F:27])[cH:20]2)[CH2:38][c:37]2[cH:36][cH:35][c:34]([Br:33])[cH:41][cH:40]2)[cH:8][cH:9]1. Starting materials: C(=O)(N1C=NC=C1)N1C=NC=C1 (carbonyldiimidazole), C1(=CC=CC=C1)C1=CN(C=2N=CN=C(C21)N)C=2C=C(C(=O)O)C=CC2 (3-(5-phenyl-4-aminopyrrolo[2,3-d]pyrimidin-7-yl)benzoic acid), C(O)CN (ethanolamine). The solvent is CN(C)C=O (DMF). Run at temperature 0 celsius, time 2 hour. The product is OCCNC(C1=CC(=CC=C1)N1C=C(C2=C1N=CN=C2N)C2=CC=CC=C2)=O (N-(2-Hydroxyethyl)-3-(5-phenyl-4-aminopyrrolo[2,3-d]pyrimidin-7-yl)-benzamide). As a reaction SMILES: [C:1]1([C:7]2[C:15]3[C:14]([NH2:16])=[N:13][CH:12]=[N:11][C:10]=3[N:9]([C:17]3[CH:18]=[C:19]([CH:23]=[CH:24][CH:25]=3)[C:20]([OH:22])=O)[CH:8]=2)[CH:6]=[CH:5][CH:4]=[CH:3][CH:2]=1.C(N1C=CN=C1)(N1C=CN=C1)=O.[CH2:38]([CH2:40][NH2:41])[OH:39]>CN(C=O)C>[OH:39][CH2:38][CH2:40][NH:41][C:20](=[O:22])[C:19]1[CH:23]=[CH:24][CH:25]=[C:17]([N:9]2[C:10]3[N:11]=[CH:12][N:13]=[C:14]([NH2:16])[C:15]=3[C:7]([C:1]3[CH:6]=[CH:5][CH:4]=[CH:3][CH:2]=3)=[CH:8]2)[CH:18]=1. Procedure: 1.0 g of 3-(5-phenyl-4-aminopyrrolo[2,3-d]pyrimidin-7-yl)benzoic acid (Example 15) is dissolved in 25 ml of warm DMF and the solution is cooled to 0° C. The mixture is treated with 0.54 g of carbonyldiimidazole and stirred at RT for 2 h. 0.19 g of ethanolamine is then added dropwise and the mixture is allowed to warm to RT and is stirred for 3 h. The mixture is then concentrated in an RE. The residue is dissolved in methylene chloride and the solution is crystallized overnight at 0° C. After fil...